From a dataset of the Open Reaction Database (ORD), a public repository of structured organic reaction records. describe an organic reaction: reactants, conditions, products, and yield Run in CN(C)C=O (DMF). Reaction conditions: time 1 hour. Reaction SMILES: [CH2:1]([O:3][P:4]([C:9]([O:32][CH2:33][CH3:34])([C:12]1[CH:17]=[CH:16][C:15]([NH:18][C:19]2[N:27]=[C:26](I)[N:25]=[C:24]3[C:20]=2[N:21]=[CH:22][N:23]3[CH:29]([CH3:31])[CH3:30])=[CH:14][CH:13]=1)[PH2:10]=[O:11])(=[O:8])[O:5][CH2:6][CH3:7])[CH3:2].[Br-].[CH:36]1([Zn+])[CH2:40][CH2:39][CH2:38][CH2:37]1.O>CN(C=O)C>[CH2:1]([O:3][P:4]([C:9]([C:12]1[CH:17]=[CH:16][C:15]([NH:18][C:19]2[N:27]=[C:26]([CH:36]3[CH2:40][CH2:39][CH2:38][CH2:37]3)[N:25]=[C:24]3[C:20]=2[N:21]=[CH:22][N:23]3[CH:29]([CH3:31])[CH3:30])=[CH:14][CH:13]=1)([O:32][CH2:33][CH3:34])[PH2:10]=[O:11])(=[O:8])[O:5][CH2:6][CH3:7])[CH3:2] |f:1.2|. The reactants are C(C)OP(OCC)(=O)C([PH2]=O)(C1=CC=C(C=C1)NC1=C2N=CN(C2=NC(=N1)I)C(C)C)OCC ({ethoxy-[4-(2-iodo-9-isopropyl-9H-purin-6-ylamino)-phenyl]-phosphinoylmethyl}-phosphonic acid diethyl ester), PdCl2(PPh3)4, O (water), [Br-].C1(CCCC1)[Zn+] (cyclopentylzinc bromide). Yields the product C(C)OP(OCC)(=O)C([PH2]=O)(OCC)C1=CC=C(C=C1)NC1=C2N=CN(C2=NC(=N1)C1CCCC1)C(C)C ({[4-(2-Cyclopentyl-9-isopropyl-9H-purin-6-ylamino)-phenyl]-ethoxy-phosphinoylmethyl}-phosphonic Acid Diethyl Ester). Procedure details: To {ethoxy-[4-(2-iodo-9-isopropyl-9H-purin-6-ylamino)-phenyl]-phosphinoylmethyl}-phosphonic acid diethyl ester (0.30 g, 0.48 mmol) in DMF (3.9 mL) was added PdCl2(PPh3)4 (17 mg, 0.024 mmol) followed by cyclopentylzinc bromide (0.5M THF, 3.9 mL, 1.9 mmol). The mixture was stirred at rt for 1 h, poured into water and extracted with EtOAc. The combined extracts, were washed with water, sat'd NaCl, then dried over MgSO4 and filtered. The material was used without purification in the next reaction. Reactants: ClC=1C(=C2C(=NC1)NC(=C2)C2=C(C=C(C=C2)NC(CN(C)C)=O)OC)C2=CN=C(S2)C2(CCC2)OCOC (N-(4-(5-chloro-4-(2-(1-(methoxymethoxy)cyclobutyl)thiazol-5-yl)-1H-pyrrolo[2,3-b]pyridin-2-yl)-3-methoxyphenyl)-2-(dimethylamino)acetamide), ClC=1C(=C2C(=NC1)NC(=C2)C2=NOC(=N2)C2CN(CCC2)C(=O)OC(C)(C)C)C2=CN=C(S2)C2(CCC2)OCOC (tert-butyl 3-(3-(5-chloro-4-(2-(1-(methoxymethoxy)cyclobutyl)thiazol-5-yl)-1H-pyrrolo[2,3-b]pyridin-2-yl)-1,2,4-oxadiazol-5-yl)piperidine-1-carboxylate). The product is ClC=1C(=C2C(=NC1)NC(=C2)C2=C(C=C(C=C2)NC(CN(C)C)=O)OC)C2=CN=C(S2)C2(CCC2)O (N-(4-(5-chloro-4-(2-(1-hydroxycyclobutyl)thiazol-5-yl)-1H-pyrrolo[2,3-b]pyridin-2-yl)-3-methoxyphenyl)-2-(dimethylamino)acetamide). As a reaction SMILES: [Cl:1][C:2]1[C:3]([C:26]2[S:30][C:29]([C:31]3([O:35]COC)[CH2:34][CH2:33][CH2:32]3)=[N:28][CH:27]=2)=[C:4]2[CH:10]=[C:9]([C:11]3[CH:16]=[CH:15][C:14]([NH:17][C:18](=[O:23])[CH2:19][N:20]([CH3:22])[CH3:21])=[CH:13][C:12]=3[O:24][CH3:25])[NH:8][C:5]2=[N:6][CH:7]=1.ClC1C(C2SC(C3(OCOC)CCC3)=NC=2)=C2C=C(C3N=C(C4CCCN(C(OC(C)(C)C)=O)C4)ON=3)NC2=NC=1>>[Cl:1][C:2]1[C:3]([C:26]2[S:30][C:29]([C:31]3([OH:35])[CH2:34][CH2:33][CH2:32]3)=[N:28][CH:27]=2)=[C:4]2[CH:10]=[C:9]([C:11]3[CH:16]=[CH:15][C:14]([NH:17][C:18](=[O:23])[CH2:19][N:20]([CH3:21])[CH3:22])=[CH:13][C:12]=3[O:24][CH3:25])[NH:8][C:5]2=[N:6][CH:7]=1. Reported procedure: The title compound was prepared as described in Example 22E, substituting N-(4-(5-chloro-4-(2-(1-(methoxymethoxy)cyclobutyl)thiazol-5-yl)-1H-pyrrolo[2,3-b]pyridin-2-yl)-3-methoxyphenyl)-2-(dimethylamino)acetamide (Example 68D) for 1 tert-butyl 3-(3-(5-chloro-4-(2-(1-(methoxymethoxy)cyclobutyl)thiazol-5-yl)-1H-pyrrolo[2,3-b]pyridin-2-yl)-1,2,4-oxadiazol-5-yl)piperidine-1-carboxylate (Example 22D). 1H NMR (500 MHz, DMSO-d6) ppm 12.10 (s, 1H) 9.89 (s, 1H) 8.30 (s, 1H) 8.22 (s, 1H) 7.81 (d, 1H) 7.61... The reactants are CCN=C=NCCCN(C)C (WSC), C1(=CC=C(C=C1)C(=O)O)C1=CC=CC=C1 ([1,1′-biphenyl]-4-carboxylic acid), Cl (hydrochloric acid), CN(CCC1=CC=2C=CC(=CC2CC1)NC(C)=O)C (N-[6-[2-(dimethylamino)ethyl]-7,8-dihydro-2-naphthalenyl]acetamide). The reagents and catalysts are CN(C)C=1C=CN=CC1 (DMAP). Run in CN(C=O)C (dimethylformamide), C(C)(=O)OCC (Ethyl acetate). Conditions: temperature 100 celsius, time 1 hour. Yields the product CN(CCC1=CC=2C=CC(=CC2CC1)NC(=O)C1=CC=C(C=C1)C1=CC=CC=C1)C (N-[6-[2-(Dimethylamino)ethyl]-7,8-dihydro-2-naphthalenyl][1,1′-biphenyl]-4-carboxamide). The yield is 22.5%. RXN SMILES: Cl.[CH3:2][N:3]([CH3:20])[CH2:4][CH2:5][C:6]1[CH2:15][CH2:14][C:13]2[CH:12]=[C:11]([NH:16][C:17](=[O:19])[CH3:18])[CH:10]=[CH:9][C:8]=2[CH:7]=1.CCN=C=NCCCN(C)C.[C:32]1([C:41]2[CH:46]=[CH:45]C=[CH:43][CH:42]=2)[CH:37]=[CH:36][C:35](C(O)=O)=[CH:34][CH:33]=1>CN(C1C=CN=CC=1)C.C(OCC)(=O)C.CN(C)C=O>[CH3:20][N:3]([CH3:2])[CH2:4][CH2:5][C:6]1[CH2:15][CH2:14][C:13]2[CH:12]=[C:11]([NH:16][C:17]([C:18]3[CH:43]=[CH:42][C:41]([C:32]4[CH:37]=[CH:36][CH:35]=[CH:34][CH:33]=4)=[CH:46][CH:45]=3)=[O:19])[CH:10]=[CH:9][C:8]=2[CH:7]=1. Procedure: Concentrated hydrochloric acid (1.5 ml) was added to N-[6-[2-(dimethylamino)ethyl]-7,8-dihydro-2-naphthalenyl]acetamide (57.5 mg, 0.223 mmol) obtained in Reference Example 104, which was stirred at 100° C. for 1 hour. The solvent was distilled out under reduced pressure. Ethyl acetate was added to the residue, which was washed with aqueous potassium carbonate solution and saturated aqueous sodium chloride solution, dried over anhydrous sodium sulfate, and then the solvent was distilled out under... Starting materials: OC1=CC=C(C=C1)CCCN1C=NC=C1 (1-[3-(4-hydroxyphenyl)propyl]imidazole), ClCC=1OC2=C(N1)C=C(C=C2)C2=CC=CC=C2 (2-chloromethyl-5-phenylbenzoxazole). Product: N1(C=NC=C1)CCCC1=CC=C(OCC=2OC3=C(N2)C=C(C=C3)C3=CC=CC=C3)C=C1 (2-[4-[3-(1-imidazolyl)propyl]phenoxymethyl]-5-phenylbenzoxazole). Yield: 77.0%. As a reaction SMILES: [OH:1][C:2]1[CH:7]=[CH:6][C:5]([CH2:8][CH2:9][CH2:10][N:11]2[CH:15]=[CH:14][N:13]=[CH:12]2)=[CH:4][CH:3]=1.Cl[CH2:17][C:18]1[O:19][C:20]2[CH:26]=[CH:25][C:24]([C:27]3[CH:32]=[CH:31][CH:30]=[CH:29][CH:28]=3)=[CH:23][C:21]=2[N:22]=1>>[N:11]1([CH2:10][CH2:9][CH2:8][C:5]2[CH:6]=[CH:7][C:2]([O:1][CH2:17][C:18]3[O:19][C:20]4[CH:26]=[CH:25][C:24]([C:27]5[CH:28]=[CH:29][CH:30]=[CH:31][CH:32]=5)=[CH:23][C:21]=4[N:22]=3)=[CH:3][CH:4]=2)[CH:15]=[CH:14][N:13]=[CH:12]1. Procedure details: In substantially the same manner as in Working Example 72, 1-[3-(4-hydroxyphenyl)propyl]imidazole was allowed to react with 2-chloromethyl-5-phenylbenzoxazole to give 2-[4-[3-(1-imidazolyl)propyl]phenoxymethyl]-5-phenylbenzoxazole. The yield was 77%. Recrystallization from ethyl acetate-hexane gave pale yellow plates, mp 123-124° C. The reactants are O=C(O)c1ccnc(Br)c1, O=C([O-])[O-], [Na+], [Na+], CN(C)C=O, OB(O)c1ccccc1, c1ccc(P(c2ccccc2)(c2ccccc2)[Pd](P(c2ccccc2)(c2ccccc2)c2ccccc2)(P(c2ccccc2)(c2ccccc2)c2ccccc2)P(c2ccccc2)(c2ccccc2)c2ccccc2)cc1. Yields the product O=C(O)c1ccnc(-c2ccccc2)c1. Reaction SMILES: [Br:1][c:2]1[cH:3][c:4]([C:5](=[O:6])[OH:7])[cH:8][cH:9][n:10]1.[C:11](=[O:12])([O-:13])[O-:14].[Na+:15].[Na+:16].[O:26]=[CH:27][N:28]([CH3:29])[CH3:30].[OH:17][B:18]([OH:19])[c:20]1[cH:21][cH:22][cH:23][cH:24][cH:25]1.[cH:31]1[cH:32][cH:33][c:34]([P:35]([Pd:36]([P:37]([c:38]2[cH:39][cH:40][cH:41][cH:42][cH:43]2)([c:44]2[cH:45][cH:46][cH:47][cH:48][cH:49]2)[c:50]2[cH:51][cH:52][cH:53][cH:54][cH:55]2)([P:56]([c:57]2[cH:58][cH:59][cH:60][cH:61][cH:62]2)([c:63]2[cH:64][cH:65][cH:66][cH:67][cH:68]2)[c:69]2[cH:70][cH:71][cH:72][cH:73][cH:74]2)[P:75]([c:76]2[cH:77][cH:78][cH:79][cH:80][cH:81]2)([c:82]2[cH:83][cH:84][cH:85][cH:86][cH:87]2)[c:88]2[cH:89][cH:90][cH:91][cH:92][cH:93]2)([c:94]2[cH:95][cH:96][cH:97][cH:98][cH:99]2)[c:100]2[cH:101][cH:102][cH:103][cH:104][cH:105]2)[cH:106][cH:107]1>>[c:2]1(-[c:20]2[cH:21][cH:22][cH:23][cH:24][cH:25]2)[cH:3][c:4]([C:5](=[O:6])[OH:7])[cH:8][cH:9][n:10]1. Starting materials: C([O-])([O-])=O.[K+].[K+] (potassium carbonate), C1(=CC=CC=C1)CCCN (3-phenylpropylamine), C1=C(C=CC2=CC=CC=C12)OCCCl (2-(2-naphthyloxy)-1-chloroethane). The solvent is CS(=O)C (DMSO), O (water). Run at temperature 150 celsius. Yields the product C1(=CC=CC=C1)CCCNCCOC1=CC2=CC=CC=C2C=C1 (N-(3-phenylpropyl)-(2-(naphthalen-2-yloxy)ethyl)amine). Reaction SMILES: C(=O)([O-])[O-].[K+].[K+].[C:7]1([CH2:13][CH2:14][CH2:15][NH2:16])[CH:12]=[CH:11][CH:10]=[CH:9][CH:8]=1.[CH:17]1[C:26]2[C:21](=[CH:22][CH:23]=[CH:24][CH:25]=2)[CH:20]=[CH:19][C:18]=1[O:27][CH2:28][CH2:29]Cl>CS(C)=O.O>[C:7]1([CH2:13][CH2:14][CH2:15][NH:16][CH2:29][CH2:28][O:27][C:18]2[CH:19]=[CH:20][C:21]3[C:26](=[CH:25][CH:24]=[CH:23][CH:22]=3)[CH:17]=2)[CH:12]=[CH:11][CH:10]=[CH:9][CH:8]=1 |f:0.1.2|. Procedure details: A mixture of anhydrous potassium carbonate (10 gm, in excess) and 3-phenylpropylamine (0.47 ml, 0.003 mole) was taken in dry DMSO (40 ml). Now 2-(2-naphthyloxy)-1-chloroethane (0.5 gm, 0.002 mole) was added in it. Reaction mixture was refluxed at 150° C. for 6 hrs and the reaction was completed as checked by TLC. Reaction mixture was poured in distilled water (60 ml) and extracted with ethyl acetate thrice. The organic layer was separated and concentrated to get oily compound which was later cry...